Dataset: the Open Reaction Database (ORD), a public repository of structured organic reaction records. Task: describe an organic reaction: reactants, conditions, products, and yield The reactants are C(#CCCCCCCCCCC)C1=C(C=CC=C1)F (2-(1-dodecynyl)fluorobenzene), C1CCCCC1 (cyclohexane), CN(C=O)C (dimethylformamide). The solvent is C(C)(=O)OCC (ethyl acetate), O1CCCC1 (tetrahydrofuran). Conditions: temperature -78 celsius, time 30 minute. Product: FC1=C(C=O)C=CC=C1C#CCCCCCCCCCC (2-Fluoro-3-(1-dodecynyl)benzaldehyde). Yield: 91.0%. RXN SMILES: [C:1]([C:13]1[CH:18]=[CH:17][CH:16]=[CH:15][C:14]=1[F:19])#[C:2][CH2:3][CH2:4][CH2:5][CH2:6][CH2:7][CH2:8][CH2:9][CH2:10][CH2:11][CH3:12].C1CCCCC1.CN(C)[CH:28]=[O:29]>O1CCCC1.C(OCC)(=O)C>[F:19][C:14]1[C:13]([C:1]#[C:2][CH2:3][CH2:4][CH2:5][CH2:6][CH2:7][CH2:8][CH2:9][CH2:10][CH2:11][CH3:12])=[CH:18][CH:17]=[CH:16][C:15]=1[CH:28]=[O:29]. Reported procedure: To a solution of 7.00 g (27.0 mmol) of 2-(1-dodecynyl)fluorobenzene in tetrahydrofuran (60 ml) at -78° C. was added slowly secobutyllithium (1.3M, cyclohexane) (21 ml). The mixture was stirred at -78° C. for 30 min, and dimethylformamide (2.8 ml) was added dropwise. The mixture was stirred for 5 min at -78° C. and allowed to warm to room temperature. The mixture was diluted with ethyl acetate and washed with water. The organic phase was separated, dried over anhydrous magnesium sulfate, filtered... Reactants: O=C(Cl)c1cc2cc(Br)ccc2o1, c1ccc(CNCc2ccccc2)cc1, Cc1ccccc1. The product is O=C(c1cc2cc(Br)ccc2o1)N(Cc1ccccc1)Cc1ccccc1. RXN SMILES: [Br:16][c:17]1[cH:18][cH:19][c:20]2[c:21]([cH:22][c:23]([C:25](=[O:26])[Cl:27])[o:24]2)[cH:28]1.[CH2:1]([c:2]1[cH:3][cH:4][cH:5][cH:6][cH:7]1)[NH:8][CH2:9][c:10]1[cH:11][cH:12][cH:13][cH:14][cH:15]1.[CH3:29][c:30]1[cH:31][cH:32][cH:33][cH:34][cH:35]1>>[CH2:1]([c:2]1[cH:3][cH:4][cH:5][cH:6][cH:7]1)[N:8]([CH2:9][c:10]1[cH:11][cH:12][cH:13][cH:14][cH:15]1)[C:25]([c:23]1[cH:22][c:21]2[c:20]([cH:19][cH:18][c:17]([Br:16])[cH:28]2)[o:24]1)=[O:26]. Yields the product crude product, CC=1C=C(SC1)C=1CCNCC1 (4-(4-Methylthiophen-2-yl)-1,2,3,6-tetrahydropyridine). Procedure details: To a crude product synthesized by using tert-butyl 4-(4-methylthiophen-2-yl)-5,6-dihydropyridine-1(2H)-carboxylate (10.0 mg, 0.358 mmol) in a similar manner to Reference Synthesis Example 26, saturated sodium bicarbonate aqueous solution was added and extraction from the resultant mixture with ethyl acetate was performed. The organic layer was washed with water, dried over anhydrous sodium sulfate, and concentrated under reduced pressure to obtain a crude product of the title compound. Starting materials: C([O-])(O)=O.[Na+] (sodium bicarbonate), crude product, CC=1C=C(SC1)C1=CCN(CC1)C(=O)OC(C)(C)C (tert-butyl 4-(4-methylthiophen-2-yl)-5,6-dihydropyridine-1(2H)-carboxylate). As a reaction SMILES: [CH3:1][C:2]1[CH:3]=[C:4]([C:7]2[CH2:12][CH2:11][N:10](C(OC(C)(C)C)=O)[CH2:9][CH:8]=2)[S:5][CH:6]=1.C(=O)(O)[O-].[Na+]>>[CH3:1][C:2]1[CH:3]=[C:4]([C:7]2[CH2:12][CH2:11][NH:10][CH2:9][CH:8]=2)[S:5][CH:6]=1 |f:1.2|. The reactants are CC1=NC2=C(N1CC1=CC=C(C3=CC=CC=C13)C#N)C=C(C(=C2)O)OC2CCN(CC2)C(=O)OC(C)(C)C (2-methyl-5-hydroxy-6-(N-(tert-butoxycarbonyl)piperidin-4-yloxy)-1-(4-cyanonaphth-1-yl)methylbenzimidazole), [H-].[Na+] (NaH), C(C)(=O)OCC (ethyl acetate), BrCC(=O)OCC (ethyl bromoacetate). Solvent: CN(C)C=O (DMF), O (H2O). Run at time 1 hour. The product is CC1=NC2=C(N1CC1=CC=C(C3=CC=CC=C13)C#N)C=C(C(=C2)OCC(=O)OCC)OC2CCN(CC2)C(=O)OC(C)(C)C (2-methyl-5-(ethoxycarbonylmethoxy)-6-(N-(tert-butoxycarbonyl)piperidin-4-yloxy)-1-(4-cyanonaphth-1-yl)methylbenzimidazole). Reaction SMILES: [CH3:1][C:2]1[N:6]([CH2:7][C:8]2[C:17]3[C:12](=[CH:13][CH:14]=[CH:15][CH:16]=3)[C:11]([C:18]#[N:19])=[CH:10][CH:9]=2)[C:5]2[CH:20]=[C:21]([O:25][CH:26]3[CH2:31][CH2:30][N:29]([C:32]([O:34][C:35]([CH3:38])([CH3:37])[CH3:36])=[O:33])[CH2:28][CH2:27]3)[C:22]([OH:24])=[CH:23][C:4]=2[N:3]=1.[H-].[Na+].Br[CH2:42][C:43]([O:45][CH2:46][CH3:47])=[O:44].C(OCC)(=O)C>CN(C=O)C.O>[CH3:1][C:2]1[N:6]([CH2:7][C:8]2[C:17]3[C:12](=[CH:13][CH:14]=[CH:15][CH:16]=3)[C:11]([C:18]#[N:19])=[CH:10][CH:9]=2)[C:5]2[CH:20]=[C:21]([O:25][CH:26]3[CH2:31][CH2:30][N:29]([C:32]([O:34][C:35]([CH3:38])([CH3:37])[CH3:36])=[O:33])[CH2:28][CH2:27]3)[C:22]([O:24][CH2:42][C:43]([O:45][CH2:46][CH3:47])=[O:44])=[CH:23][C:4]=2[N:3]=1 |f:1.2|. Procedure: To 2-methyl-5-hydroxy-6-(N-(tert-butoxycarbonyl)piperidin-4-yloxy)-1-(4-cyanonaphth-1-yl)methylbenzimidazole (1.11 g) in DMF (50 mL) was added NaH (0.15 g) at ambient temperature. After stirring at ambient for 30 minutes ethyl bromoacetate (0.4 mL) was added. The reaction was stirred at ambient temperature for 1 hour and was worked up between ethyl acetate and H2O. The organic layer was dried, concentrated and purified by silica gel chromatography (hexane/ethyl acetate/CH2Cl2 /methanol, gradient... The reactants are C(=O)([O-])[O-].[K+].[K+] (K2CO3), C(CC1=CC=CC=C1)N (phenethylamine), C1C(CCC2=CC=CC=C12)C(=O)Cl (1,2,3,4-tetrahydro-2-naphthoyl chloride). Solvent: C(Cl)Cl (CH2Cl2), C(Cl)Cl (CH2Cl2). Reaction conditions: time 8 hour. Yields the product C1(=CC=CC=C1)CCNC(=O)C1CC2=CC=CC=C2CC1 (N-(2-phenylethyl) 1,2,3,4-tetrahydro-2-naphthoic amide). Yield: 100.3%. Reaction SMILES: [CH2:1]([NH2:9])[CH2:2][C:3]1[CH:8]=[CH:7][CH:6]=[CH:5][CH:4]=1.[CH2:10]1[C:19]2[C:14](=[CH:15][CH:16]=[CH:17][CH:18]=2)[CH2:13][CH2:12][CH:11]1[C:20](Cl)=[O:21].C([O-])([O-])=O.[K+].[K+]>C(Cl)Cl>[C:3]1([CH2:2][CH2:1][NH:9][C:20]([CH:11]2[CH2:12][CH2:13][C:14]3[C:19](=[CH:18][CH:17]=[CH:16][CH:15]=3)[CH2:10]2)=[O:21])[CH:8]=[CH:7][CH:6]=[CH:5][CH:4]=1 |f:2.3.4|. Procedure: The solution of phenethylamine (344 mg, 2.84 mmol) in 20 ml of CH2Cl2 was first treated with the solution of 1,2,3,4-tetrahydro-2-naphthoyl chloride (2.83 mmol) in 2 ml of CH2Cl2 followed by treatment with 10 ml 10% K2CO3 solution. After stirred at r.t. overnight, the organic layer was separated and washed with 2N HCl, water, sat'd brine and dried over Na2SO4. Filtration and removal of solvent gave N-(2-phenylethyl) 1,2,3,4-tetrahydro-2-naphthoic amide as a white powder (793 mg, 100%); mp 86°-87... Reactants: CC(=O)OC(C)=O, CC(=O)O, CC1=C(C)C(=O)N(CCO)C1=O, O=S(=O)(O)O. Product: CC(=O)OCCN1C(=O)C(C)=C(C)C1=O. As a reaction SMILES: [CH3:13][C:14](=[O:15])[O:16][C:17](=[O:18])[CH3:19].[CH3:25][C:26](=[O:27])[OH:28].[OH:1][CH2:2][CH2:3][N:4]1[C:5](=[O:12])[C:6]([CH3:11])=[C:7]([CH3:10])[C:8]1=[O:9].[S:20](=[O:21])(=[O:22])([OH:23])[OH:24]>>[O:1]([CH2:2][CH2:3][N:4]1[C:5](=[O:12])[C:6]([CH3:11])=[C:7]([CH3:10])[C:8]1=[O:9])[C:14]([CH3:13])=[O:15]. Reported procedure: Starting from 4-[2-(cyclopropylmethoxy)-4-fluoro-5-methylphenyl]-N-[(3R*,4R*)-3-hydroxypiperidin-4-yl]-6-methyl-5H-pyrrolo[3,2-d]pyrimidine-7-carboxamide hydrochloride (example D.f43) and commercially available propionyl chloride the title compound is obtained as colorless solid. Reaction SMILES: Cl.[CH:2]1([CH2:5][O:6][C:7]2[CH:12]=[C:11]([F:13])[C:10]([CH3:14])=[CH:9][C:8]=2[C:15]2[C:16]3[NH:23][C:22]([CH3:24])=[C:21]([C:25]([NH:27][C@@H:28]4[CH2:33][CH2:32][NH:31][CH2:30][C@H:29]4[OH:34])=[O:26])[C:17]=3[N:18]=[CH:19][N:20]=2)[CH2:4][CH2:3]1.[C:35](Cl)(=[O:38])[CH2:36][CH3:37]>>[CH:2]1([CH2:5][O:6][C:7]2[CH:12]=[C:11]([F:13])[C:10]([CH3:14])=[CH:9][C:8]=2[C:15]2[C:16]3[NH:23][C:22]([CH3:24])=[C:21]([C:25]([NH:27][C@@H:28]4[CH2:33][CH2:32][N:31]([C:35](=[O:38])[CH2:36][CH3:37])[CH2:30][C@H:29]4[OH:34])=[O:26])[C:17]=3[N:18]=[CH:19][N:20]=2)[CH2:4][CH2:3]1 |f:0.1|. Starting materials: Cl.C1(CC1)COC1=C(C=C(C(=C1)F)C)C=1C2=C(N=CN1)C(=C(N2)C)C(=O)N[C@H]2[C@@H](CNCC2)O (4-[2-(cyclopropylmethoxy)-4-fluoro-5-methylphenyl]-N-[(3R*,4R*)-3-hydroxypiperidin-4-yl]-6-methyl-5H-pyrrolo[3,2-d]pyrimidine-7-carboxamide hydrochloride), C(CC)(=O)Cl (propionyl chloride). The product is C1(CC1)COC1=C(C=C(C(=C1)F)C)C=1C2=C(N=CN1)C(=C(N2)C)C(=O)N[C@H]2[C@@H](CN(CC2)C(CC)=O)O (4-[2-(cyclopropylmethoxy)-4-fluoro-5-methylphenyl]-N-[(3R*,4R*)-3-hydroxy-1-propanoylpiperidin-4-yl]-6-methyl-5H-pyrrolo[3,2-d]pyrimidine-7-carboxamide). The reactants are [Al], FC(F)(F)c1cc(Br)ccc1-c1ccccc1, Cc1ccc2cc(B(O)O)sc2c1, [Na+], [Na+], O=C([O-])[O-], c1ccccc1. Product: Cc1ccc2cc(-c3ccc(-c4ccccc4)c(C(F)(F)F)c3)sc2c1. Reaction SMILES: [Al:31].[Br:14][c:15]1[cH:16][c:17]([C:27]([F:28])([F:29])[F:30])[c:18](-[c:21]2[cH:22][cH:23][cH:24][cH:25][cH:26]2)[cH:19][cH:20]1.[CH3:1][c:2]1[cH:3][cH:4][c:5]2[c:6]([s:7][c:8]([B:10]([OH:11])[OH:12])[cH:9]2)[cH:13]1.[Na+:32].[Na+:33].[O-:34][C:35](=[O:36])[O-:37].[cH:38]1[cH:39][cH:40][cH:41][cH:42][cH:43]1>>[CH3:1][c:2]1[cH:3][cH:4][c:5]2[c:6]([s:7][c:8](-[c:15]3[cH:16][c:17]([C:27]([F:28])([F:29])[F:30])[c:18](-[c:21]4[cH:22][cH:23][cH:24][cH:25][cH:26]4)[cH:19][cH:20]3)[cH:9]2)[cH:13]1. Reactants: C(C)O (ethanol), Cl (hydrochloric acid), reduced iron, C(C)O (ethanol), ClC1=C(C=CC=C1[N+](=O)[O-])[N+](=O)[O-] (1-chloro-2,6-dinitrobenzene), [OH-].[Na+] (sodium hydroxide). The solvent is O (water). Product: ClC1=C(C=CC=C1N)N (2-chloro-1,3-diaminobenzene). Reaction SMILES: Cl.C(O)C.[Cl:5][C:6]1[C:11]([N+:12]([O-])=O)=[CH:10][CH:9]=[CH:8][C:7]=1[N+:15]([O-])=O.[OH-].[Na+]>O>[Cl:5][C:6]1[C:11]([NH2:12])=[CH:10][CH:9]=[CH:8][C:7]=1[NH2:15] |f:3.4|. Procedure: A solution of 1 ml. of concentrated hydrochloric acid in 5 ml. of 5% ethanol is slowly added to a refluxing mixture of 10.1 g. of 1-chloro-2,6-dinitrobenzene, electrolytically reduced iron and 20 ml. of 50% ethanol. The mixture is heated at reflux for 2 hours. The mixture is allowed to cool slightly and the pH is adjusted to 8 with sodium hydroxide solution. The iron products are removed by filtration. The solvent is removed from the filtrate to leave a solid which is dissolved in water and extr... The reactants are [Si](C)(C)(C(C)(C)C)OC(C)(C)[C@H]1COCC=2N1C1=C(C=NC3=CC=CC=C13)N2 ((11R)-11-(1-{[tert-Butyl(dimethyl)silyl]oxy}-1-methylethyl)-10,11-dihydro-8H-[1,4]oxazino[4′,3′:1,2]imidazo[4,5-c]quinoline), [F-].C(CCC)[N+](CCCC)(CCCC)CCCC (Tetrabutylammonium fluoride). The solvent is C1CCOC1 (THF). Run at temperature -50 celsius. The product is C1=C2C3=C(C=NC2=CC=C1)N=C1N3[C@H](COC1)C(C)(C)O (2-[(11R)-10,11-dihydro-8H-[1,4]oxazino[4′,3′:1,2]imidazo[4,5-c]quinolin-11-yl]propan-2-ol). Yield: 91.6%. As a reaction SMILES: [Si]([O:8][C:9]([C@@H:12]1[N:17]2[C:18]3[C:27]4[C:22](=[CH:23][CH:24]=[CH:25][CH:26]=4)[N:21]=[CH:20][C:19]=3[N:28]=[C:16]2[CH2:15][O:14][CH2:13]1)([CH3:11])[CH3:10])(C(C)(C)C)(C)C.[F-].C([N+](CCCC)(CCCC)CCCC)CCC>C1COCC1>[CH:26]1[CH:25]=[CH:24][CH:23]=[C:22]2[C:27]=1[C:18]1[N:17]3[C@@H:12]([C:9]([OH:8])([CH3:10])[CH3:11])[CH2:13][O:14][CH2:15][C:16]3=[N:28][C:19]=1[CH:20]=[N:21]2 |f:1.2|. Reported procedure: (11R)-11-(1-{[tert-Butyl(dimethyl)silyl]oxy}-1-methylethyl)-10,11-dihydro-8H-[1,4]oxazino[4′,3′:1,2]imidazo[4,5-c]quinoline (1.14 g, 2.91 mmol) was dissolved in 30 mL of THF and the stirred solution was cooled to −50° C. Tetrabutylammonium fluoride (1.0 M solution in THF, 4.37 mL) was added slowly and the stirred reaction mixture was allowed top warm to ambient temperature over 4 hours. The reaction mixture was concentrated under reduced pressure and the resulting material was partitioned betwee...